Dataset: the Open Reaction Database (ORD), a public repository of structured organic reaction records. Task: describe an organic reaction: reactants, conditions, products, and yield Starting materials: Brc1ccc(Br)nc1, C1CCOC1, Cc1cc(Cl)c(OCCO)c(Cl)c1, [H-], [Na+]. Yields the product Cc1cc(Cl)c(OCCOc2ccc(Br)cn2)c(Cl)c1. RXN SMILES: [Br:16][c:17]1[n:18][cH:19][c:20]([Br:23])[cH:21][cH:22]1.[CH2:24]1[O:25][CH2:26][CH2:27][CH2:28]1.[Cl:1][c:2]1[c:3]([O:4][CH2:5][CH2:6][OH:7])[c:8]([Cl:13])[cH:9][c:10]([CH3:12])[cH:11]1.[H-:15].[Na+:14]>>[Cl:1][c:2]1[c:3]([O:4][CH2:5][CH2:6][O:7][c:17]2[n:18][cH:19][c:20]([Br:23])[cH:21][cH:22]2)[c:8]([Cl:13])[cH:9][c:10]([CH3:12])[cH:11]1. Starting materials: CC1(C)CCc2ccccc2C1n1cncc1CN, CN=C=O, ClC(Cl)Cl. The product is CNC(=O)NCc1cncn1C1c2ccccc2CCC1(C)C. RXN SMILES: [CH3:1][C:2]1([CH3:19])[CH:3]([n:12]2[cH:13][n:14][cH:15][c:16]2[CH2:17][NH2:18])[c:4]2[cH:5][cH:6][cH:7][cH:8][c:9]2[CH2:10][CH2:11]1.[CH3:20][N:21]=[C:22]=[O:23].[Cl:24][CH:25]([Cl:26])[Cl:27]>>[CH3:1][C:2]1([CH3:19])[CH:3]([n:12]2[cH:13][n:14][cH:15][c:16]2[CH2:17][NH:18][C:22]([NH:21][CH3:20])=[O:23])[c:4]2[cH:5][cH:6][cH:7][cH:8][c:9]2[CH2:10][CH2:11]1. Reactants: CCS(=O)(=O)NC(c1cncc(Br)c1)C1CC1, CC1(C)OB(c2ccc3cc(C#N)ccc3c2)OC1(C)C, [Na+], [Na+], O=C([O-])[O-], CN(C)C=O, O. The product is CCS(=O)(=O)NC(c1cncc(-c2ccc3cc(C#N)ccc3c2)c1)C1CC1. Reaction SMILES: [Br:22][c:23]1[cH:24][c:25]([CH:29]([NH:30][S:31](=[O:32])(=[O:33])[CH2:34][CH3:35])[CH:36]2[CH2:37][CH2:38]2)[cH:26][n:27][cH:28]1.[CH3:1][C:2]1([CH3:3])[C:4]([CH3:5])([CH3:6])[O:7][B:8]([c:9]2[cH:10][c:11]3[cH:12][cH:13][c:14]([C:19]#[N:20])[cH:15][c:16]3[cH:17][cH:18]2)[O:21]1.[Na+:39].[Na+:40].[O-:41][C:42](=[O:43])[O-:44].[O:46]=[CH:47][N:48]([CH3:49])[CH3:50].[OH2:45]>>[c:9]1(-[c:23]2[cH:24][c:25]([CH:29]([NH:30][S:31](=[O:32])(=[O:33])[CH2:34][CH3:35])[CH:36]3[CH2:37][CH2:38]3)[cH:26][n:27][cH:28]2)[cH:10][c:11]2[cH:12][cH:13][c:14]([C:19]#[N:20])[cH:15][c:16]2[cH:17][cH:18]1. Starting materials: O=CN1CCCCC1, Cn1c([N+](=O)[O-])cnc1-c1nnc2ccc(N)nn12, C1COCCO1, O=P(Cl)(Cl)Cl. Yields the product Cn1c([N+](=O)[O-])cnc1-c1nnc2ccc(N=CN3CCCCC3)nn12. RXN SMILES: [CH:1](=[O:2])[N:3]1[CH2:4][CH2:5][CH2:6][CH2:7][CH2:8]1.[N+:14](=[O:15])([O-:16])[c:17]1[cH:18][n:19][c:20](-[c:23]2[n:24][n:25][c:26]3[n:27]2[n:28][c:29]([NH2:32])[cH:30][cH:31]3)[n:21]1[CH3:22].[O:33]1[CH2:34][CH2:35][O:36][CH2:37][CH2:38]1.[P:9]([Cl:10])([Cl:11])([Cl:12])=[O:13]>>[CH:1]([N:3]1[CH2:4][CH2:5][CH2:6][CH2:7][CH2:8]1)=[N:32][c:29]1[n:28][n:27]2[c:23](-[c:20]3[n:19][cH:18][c:17]([N+:14](=[O:15])[O-:16])[n:21]3[CH3:22])[n:24][n:25][c:26]2[cH:31][cH:30]1. The reactants are FC(C(\C=C(\C1=CC=C(C=C1)C)/C)=O)(F)F ((E)-1,1,1-trifluoro-4-methyl-4-(4-methylphenyl)-3-butene-2-one), NS(=O)(=O)C1=CC=C(C=C1)NN (4-(aminosulphonyl)phenylhydrazine), N1CCCCC1 (piperidine), O (water). Solvent: C(C)O (ethanol). Product: NS(=O)(=O)C1=CC=C(C=C1)N1N=C(CC1(C)C1=CC=CC=C1)C(F)(F)F (1-(4-aminosulphonylphenyl)-4,5-dihydro-5-phenyl-5-methyl-3-trifluoromethyl-1H-pyrazole), solid. Isolated yield 47.0%. As a reaction SMILES: [F:1][C:2]([F:16])([F:15])[C:3](=O)/[CH:4]=[C:5](\[CH3:13])/[C:6]1[CH:11]=[CH:10][C:9](C)=[CH:8][CH:7]=1.[NH2:17][S:18]([C:21]1[CH:26]=[CH:25][C:24]([NH:27][NH2:28])=[CH:23][CH:22]=1)(=[O:20])=[O:19].N1CCCCC1.O>C(O)C>[NH2:17][S:18]([C:21]1[CH:22]=[CH:23][C:24]([N:27]2[C:5]([C:6]3[CH:7]=[CH:8][CH:9]=[CH:10][CH:11]=3)([CH3:13])[CH2:4][C:3]([C:2]([F:1])([F:15])[F:16])=[N:28]2)=[CH:25][CH:26]=1)(=[O:20])=[O:19]. Procedure details: In a flask with an inert atmosphere (E)-1,1,1-trifluoro-4-methyl-4-(4-methylphenyl)-3-butene-2-one (1.75 g, 8.2 mmoles), 4-(aminosulphonyl)phenylhydrazine chlorohydrate (2 g, 9 mmoles) and piperidine (0.85 g, 10 mmoles) are added, dissolved in 100 ml of ethanol, and heated under reflux for 5.5 hours. The mixture is cooled, the solvent eliminated with a rotovapor, water added to the residue and the solution extracted with AcOEt. The organic phase is washed with water, dried over anhydrous sodium ... Starting materials: CCOC(=O)CBr, COCOc1cccc(CO)c1, COCCOC, [H-], [Na+], O. Product: CCOC(=O)COCc1cccc(OCOC)c1. As a reaction SMILES: [Br:15][CH2:16][C:17](=[O:18])[O:19][CH2:20][CH3:21].[CH3:1][O:2][CH2:3][O:4][c:5]1[cH:6][c:7]([CH2:8][OH:9])[cH:10][cH:11][cH:12]1.[CH3:23][O:24][CH2:25][CH2:26][O:27][CH3:28].[H-:13].[Na+:14].[OH2:22]>>[CH3:1][O:2][CH2:3][O:4][c:5]1[cH:6][c:7]([CH2:8][O:9][CH2:16][C:17](=[O:18])[O:19][CH2:20][CH3:21])[cH:10][cH:11][cH:12]1.